This data is from the Open Reaction Database (ORD), a public repository of structured organic reaction records. The task is: describe an organic reaction: reactants, conditions, products, and yield The reactants are C(C1=CC=CC=C1)(=O)N[C@H](C(CCC(=O)N[C@@H](CC1=CNC2=CC=CC=C12)C(=O)O)=O)CC1=CC=CC=C1 ((5S)-5-[(N-benzoyl)amino]-4-oxo-6-phenyl-hexanoyl-L-tryptophan), [Li+].[OH-] (LiOH), COC([C@@H](NC(CCC([C@H](CC1=CC=CC=C1)NC(C1=CC=CC=C1)=O)=O)=O)CC1=CC=CC=C1)=O ((5S)-5-[(N-benzoyl)amino]-4-oxo-6-phenyl-hexanoyl-L-phenylalanine methyl ester), [Li+].[OH-] (LiOH). The solvent is C1CCOC1.CO (THF MeOH). The product is C(C1=CC=CC=C1)(=O)N[C@H](C(CCC(=O)N[C@@H](CC1=CC=CC=C1)C(=O)O)=O)CC1=CC=CC=C1 ((5S)-5-[(N-benzoyl)amino]-4-oxo-6-phenyl-hexanoyl-L-phenylalanine). Isolated yield 96.7%. As a reaction SMILES: C(N[C@@H](CC1C=CC=CC=1)C(=O)CCC(N[C@H](C(O)=O)CC1C2C(=CC=CC=2)NC=1)=O)(=O)C1C=CC=CC=1.C[O:40][C:41](=[O:74])[C@H:42]([CH2:67][C:68]1[CH:73]=[CH:72][CH:71]=[CH:70][CH:69]=1)[NH:43][C:44](=[O:66])[CH2:45][CH2:46][C:47](=[O:65])[C@@H:48]([NH:56][C:57](=[O:64])[C:58]1[CH:63]=[CH:62][CH:61]=[CH:60][CH:59]=1)[CH2:49][C:50]1[CH:55]=[CH:54][CH:53]=[CH:52][CH:51]=1.[Li+].[OH-]>C1COCC1.CO>[C:57]([NH:56][C@@H:48]([CH2:49][C:50]1[CH:51]=[CH:52][CH:53]=[CH:54][CH:55]=1)[C:47](=[O:65])[CH2:46][CH2:45][C:44]([NH:43][C@H:42]([C:41]([OH:74])=[O:40])[CH2:67][C:68]1[CH:69]=[CH:70][CH:71]=[CH:72][CH:73]=1)=[O:66])(=[O:64])[C:58]1[CH:59]=[CH:60][CH:61]=[CH:62][CH:63]=1 |f:2.3,4.5|. Procedure details: The experimental procedure employed for the synthesis of compound 5b was followed using the (5S)-5-[(N-benzoyl)amino]-4-oxo-6-phenyl-hexanoyl-L-phenylalanine methyl ester (200 mg, 0.4094 mmol, 1.0 eq.), 0.5N LiOH (5.0 mL) and a mixture THF-MeOH (ratio 3:2) (10 mL) was added 0.5N LiOH (5.0 mL). Work-up and column chromatography on silica gel elution with 20% MeOH-EtOAc afforded the free acid (5S)-5-[(N-benzoyl)amino]-4-oxo-6-phenyl-hexanoyl-L-phenylalanine 5c as a yellow oil (0.187 g, 97%); IR (l...